From a dataset of the Open Reaction Database (ORD), a public repository of structured organic reaction records. describe an organic reaction: reactants, conditions, products, and yield The reactants are C1(CC1)C=1C=NC(=NC1)NC1=CC(=C(C=C1)[C@@H]1CN(CCO1)C(=O)OC(C)(C)C)F ((R)-tert-butyl 2-(4-(5-cyclopropylpyrimidin-2-ylamino)-2-fluorophenyl)morpholine-4-carboxylate), FC(C(=O)O)(F)F (trifluoroacetic acid), CCOC(=O)C (EtOAc). Solvent: C(C)#N (acetonitrile), O (water). Run at temperature 80 celsius, time 16 hour. The product is C1(CC1)C=1C=NC(=NC1)NC1=CC(=C(C=C1)[C@@H]1CNCCO1)F ((R)-5-cyclopropyl-N-(3-fluoro-4-(morpholin-2-yl)phenyl)pyrimidin-2-amine). Isolated yield 41.8%. Reaction SMILES: [CH:1]1([C:4]2[CH:5]=[N:6][C:7]([NH:10][C:11]3[CH:16]=[CH:15][C:14]([C@H:17]4[O:22][CH2:21][CH2:20][N:19](C(OC(C)(C)C)=O)[CH2:18]4)=[C:13]([F:30])[CH:12]=3)=[N:8][CH:9]=2)[CH2:3][CH2:2]1.FC(F)(F)C(O)=O.CCOC(C)=O>C(#N)C.O>[CH:1]1([C:4]2[CH:5]=[N:6][C:7]([NH:10][C:11]3[CH:16]=[CH:15][C:14]([C@H:17]4[O:22][CH2:21][CH2:20][NH:19][CH2:18]4)=[C:13]([F:30])[CH:12]=3)=[N:8][CH:9]=2)[CH2:3][CH2:2]1. Procedure details: To a stirred solution of (R)-tert-butyl 2-(4-(5-cyclopropylpyrimidin-2-ylamino)-2-fluorophenyl)morpholine-4-carboxylate (180 mg) in acetonitrile (2 ml) and water (6 ml) was added trifluoroacetic acid (335 μl). The reaction mixture was then capped and the mixture was shaken at 80° C. for 16 h. The reaction mixture was then cooled to room temperature and poured into EtOAc and washed with 4 M aq. NaOH. The organic layer was dried over Na2SO4 and concentrated in vacuo. The crude material was purifie... Starting materials: NC1=C(C=C(C=C1)C1=NN(C2=NC=NC(=C21)N)[C@@H]2CC[C@H](CC2)N2CCN(CC2)C)OC (trans-3-(4-amino-3-methoxyphenyl)-1-[4-(4-methylpiperazino)cyclohexyl]-1H-pyrazolo[3,4-d]pyrimidin-4-amine), O1C2=C(C=C1C(=O)O)C=CC=C2 (benzo[b]furan-2-carboxylic acid), C(C(=O)Cl)(=O)Cl (oxalyl chloride). The reagents and catalysts are CN(C)C=O (DMF). The solvent is N1=CC=CC=C1 (pyridine), ClCCl (dichloromethane), ClCCl (dichloromethane). Conditions: time 8 hour. Product: NC1=C2C(=NC=N1)N(N=C2C2=CC(=C(C=C2)NC(=O)C2=CC1=C(O2)C=CC=C1)OC)[C@@H]1CC[C@H](CC1)N1CCN(CC1)C (trans-N2-(4-{4-Amino-1-[4-(4-methylpiperazino)cyclohexyl]-1H-pyrazolo[3,4-d]pyrimidin-3-yl}-2-methoxyphenyl)benzo[b]furan-2-carboxamide). The yield is 74.8%. As a reaction SMILES: [O:1]1[C:5]([C:6]([OH:8])=O)=[CH:4][C:3]2[CH:9]=[CH:10][CH:11]=[CH:12][C:2]1=2.C(Cl)(=O)C(Cl)=O.[NH2:19][C:20]1[CH:25]=[CH:24][C:23]([C:26]2[C:34]3[C:29](=[N:30][CH:31]=[N:32][C:33]=3[NH2:35])[N:28]([C@H:36]3[CH2:41][CH2:40][C@H:39]([N:42]4[CH2:47][CH2:46][N:45]([CH3:48])[CH2:44][CH2:43]4)[CH2:38][CH2:37]3)[N:27]=2)=[CH:22][C:21]=1[O:49][CH3:50]>ClCCl.CN(C=O)C.N1C=CC=CC=1>[NH2:35][C:33]1[N:32]=[CH:31][N:30]=[C:29]2[N:28]([C@H:36]3[CH2:41][CH2:40][C@H:39]([N:42]4[CH2:43][CH2:44][N:45]([CH3:48])[CH2:46][CH2:47]4)[CH2:38][CH2:37]3)[N:27]=[C:26]([C:23]3[CH:24]=[CH:25][C:20]([NH:19][C:6]([C:5]4[O:1][C:2]5[CH:12]=[CH:11][CH:10]=[CH:9][C:3]=5[CH:4]=4)=[O:8])=[C:21]([O:49][CH3:50])[CH:22]=3)[C:34]=12. Procedure: To benzo[b]furan-2-carboxylic acid (0.743 g, 4.58 mmol) in dichloromethane (14 mL) was added oxalyl chloride (4 mL, 45.8 mmol) and DMF (1 drop). The reaction mixture was stirred overnight. Solvent was evaporated and the residue was dissolved in Dichloromethane (5 mL). Half of the dichloromethane solution (2.5 mL) was added to a solution of trans-3-(4-amino-3-methoxyphenyl)-1-[4-(4-methylpiperazino)cyclohexyl]-1H-pyrazolo[3,4-d]pyrimidin-4-amine (0.50 g, 1.145 mmol) in pyridine (6 mL) at 0° C. Af... Starting materials: OC1=C(C=CC=C1)CC(=O)O (2-hydroxyphenylacetic acid), 3A, CO (methanol). The solvent is S(O)(O)(=O)=O (sulfuric acid). Product: OC1=C(C=CC=C1)CC(=O)OC (Methyl (2-Hydroxyphenyl)acetate). The yield is 80.0%. RXN SMILES: [OH:1][C:2]1[CH:7]=[CH:6][CH:5]=[CH:4][C:3]=1[CH2:8][C:9]([OH:11])=[O:10].[CH3:12]O>S(=O)(=O)(O)O>[OH:1][C:2]1[CH:7]=[CH:6][CH:5]=[CH:4][C:3]=1[CH2:8][C:9]([O:11][CH3:12])=[O:10]. Procedure: A solution of 15 gm (0.1 mole) of 2-hydroxyphenylacetic acid in 500 ml methanol and 2 ml concentrated sulfuric acid was placed in a Soxhlet extractor charged with 3A molecular sieves. The solution was heated to reflux for 72 hours, and the sieves were exchanged at 24-hour intervals. The reaction medium was then evaporated to an oil which was dissolved in 100 ml tolene and extracted with 3×100 ml portions of water. The toluene phase was dried over magnesium sulfate, treated with activated charcoa... Reaction SMILES: [C:1]([CH3:2])([CH3:3])([CH3:4])[c:5]1[cH:6][c:7]([NH:17][C:18]([N:19]([CH2:20][c:21]2[cH:22][cH:23][c:24]([O:27][CH3:28])[cH:25][cH:26]2)[CH2:29][c:30]2[c:31]([O:37][c:38]3[cH:39][c:40]4[cH:41][n:42][n:43]([CH3:47])[c:44]4[cH:45][cH:46]3)[cH:32][cH:33][c:34]([F:36])[cH:35]2)=[O:48])[n:8](-[c:10]2[cH:11][cH:12][c:13]([CH3:16])[cH:14][cH:15]2)[n:9]1.[CH3:51][I:52].[H-:49].[Na+:50].[O:53]=[CH:54][N:55]([CH3:56])[CH3:57]>>[C:1]([CH3:2])([CH3:3])([CH3:4])[c:5]1[cH:6][c:7]([N:17]([C:18]([N:19]([CH2:20][c:21]2[cH:22][cH:23][c:24]([O:27][CH3:28])[cH:25][cH:26]2)[CH2:29][c:30]2[c:31]([O:37][c:38]3[cH:39][c:40]4[cH:41][n:42][n:43]([CH3:47])[c:44]4[cH:45][cH:46]3)[cH:32][cH:33][c:34]([F:36])[cH:35]2)=[O:48])[CH3:51])[n:8](-[c:10]2[cH:11][cH:12][c:13]([CH3:16])[cH:14][cH:15]2)[n:9]1. Starting materials: COc1ccc(CN(Cc2cc(F)ccc2Oc2ccc3c(cnn3C)c2)C(=O)Nc2cc(C(C)(C)C)nn2-c2ccc(C)cc2)cc1, CI, [H-], [Na+], CN(C)C=O. Yields the product COc1ccc(CN(Cc2cc(F)ccc2Oc2ccc3c(cnn3C)c2)C(=O)N(C)c2cc(C(C)(C)C)nn2-c2ccc(C)cc2)cc1. The reactants are O.NN (Hydrazine monohydrate), ClC1=CC2=C(OC3=C(CN2C(CN2C(C4=CC=CC=C4C2=O)=O)=O)C=CC=C3)C=C1 (8-chloro-10,11-dihydro-10[(1,3-dihydro-1,3-dioxo-2H -isoindol-2-yl)acetyl]-dibenz[b,f][1,4]-oxazepine). Solvent: C(C)O (ethanol). The product is NCC(=O)N1C2=C(OC3=C(C1)C=CC=C3)C=CC(=C2)Cl (10-(aminoacetyl)-8-chloro-10,11-dihydrodibenz[b,f][1,4]oxazepine). Reaction SMILES: O.NN.[Cl:4][C:5]1[CH:33]=[CH:32][C:8]2[O:9][C:10]3[CH:31]=[CH:30][CH:29]=[CH:28][C:11]=3[CH2:12][N:13]([C:14](=[O:27])[CH2:15][N:16]3C(=O)C4C(=CC=CC=4)C3=O)[C:7]=2[CH:6]=1>C(O)C>[NH2:16][CH2:15][C:14]([N:13]1[CH2:12][C:11]2[CH:28]=[CH:29][CH:30]=[CH:31][C:10]=2[O:9][C:8]2[CH:32]=[CH:33][C:5]([Cl:4])=[CH:6][C:7]1=2)=[O:27] |f:0.1|. Procedure: Hydrazine monohydrate (1.25 mL) and 8-chloro-10,11-dihydro-10[(1,3-dihydro-1,3-dioxo-2H -isoindol-2-yl)acetyl]-dibenz[b,f][1,4]-oxazepine (5.00 grams) were refluxed in absolute ethanol (125 mL) for 4 hours. The resulting mixture was filtered hot, and the collected solid was rinsed twice with ethanol, and then with hot methylene chloride. The filtrate and rinses were combined, evaporated in vacuo, and purified by flash chromatography through silica gel 60 (300 mL) using 95:5:0.5 chloroform:methan... The reactants are [N+](=O)([O-])C=1C=C2C(=NN(C2=CC1)C1OCCCC1)C=O (5-Nitro-1-(tetrahydro-2H-pyran-2-yl)-1H-indazole-3-carbaldehyde), C1(=C(C=CC=C1)N)N (o-phenylene diamine), S([O-])(O)=O.[Na+] (sodium bisulfite). Reagents/catalysts: Cl (HCl). Run in C1CCOC1 (THF), C(C)(=O)OCC (ethyl acetate). The product is N1C(=NC2=C1C=CC=C2)C2=NN(C1=CC=C(C=C21)[N+](=O)[O-])C2OCCCC2 (3-(1H-benzo[d]imidazol-2-yl)-5-nitro-1-(tetrahydro-2H-pyran-2-yl)-1H-indazole). Yield: 50.0%. Reaction SMILES: [N+:1]([C:4]1[CH:5]=[C:6]2[C:10](=[CH:11][CH:12]=1)[N:9]([CH:13]1[CH2:18][CH2:17][CH2:16][CH2:15][O:14]1)[N:8]=[C:7]2[CH:19]=O)([O-:3])=[O:2].[C:21]1([NH2:28])[CH:26]=[CH:25][CH:24]=[CH:23][C:22]=1[NH2:27].S(=O)(O)[O-].[Na+]>C1COCC1.Cl.C(OCC)(=O)C>[NH:27]1[C:22]2[CH:23]=[CH:24][CH:25]=[CH:26][C:21]=2[N:28]=[C:19]1[C:7]1[C:6]2[C:10](=[CH:11][CH:12]=[C:4]([N+:1]([O-:3])=[O:2])[CH:5]=2)[N:9]([CH:13]2[CH2:18][CH2:17][CH2:16][CH2:15][O:14]2)[N:8]=1 |f:2.3|. Procedure details: 5-Nitro-1-(tetrahydro-2H-pyran-2-yl)-1H-indazole-3-carbaldehyde (100 mg, 0.363 mmol) and o-phenylene diamine (40 mg, 0.369 mmol) were dissolved in dry THF (8 mL), and 2N HCl (1 drop) was added. The solution was heated at a gentle reflux for 30 min and then 1N sodium bisulfite (1 mL) was added. After overnight at reflux, the solution was cooled to room temperature, and diluted with ethyl acetate (40 mL). The mixture was washed with water and brine, dried over Na2SO4, and concentrated. Purificatio... Starting materials: BrCBr, COC(=O)C(Cc1ccccc1)NC(=O)OC(C)(C)C, [Li]CCCC, CC(C)NC(C)C, C1CCOC1. Product: CC(C)(C)OC(=O)NC(Cc1ccccc1)C(=O)C(Br)Br. Reaction SMILES: [Br:33][CH2:34][Br:35].[C:13]([CH3:14])([CH3:15])([CH3:16])[O:17][C:18](=[O:19])[NH:20][CH:21]([C:22]([O:24][CH3:23])=[O:25])[CH2:26][c:27]1[cH:28][cH:29][cH:30][cH:31][cH:32]1.[CH2:8]([Li:9])[CH2:10][CH2:11][CH3:12].[CH:1]([NH:2][CH:3]([CH3:4])[CH3:5])([CH3:6])[CH3:7].[O:36]1[CH2:37][CH2:38][CH2:39][CH2:40]1>>[C:13]([CH3:14])([CH3:15])([CH3:16])[O:17][C:18](=[O:19])[NH:20][CH:21]([C:22](=[O:24])[CH:34]([Br:33])[Br:35])[CH2:26][c:27]1[cH:28][cH:29][cH:30][cH:31][cH:32]1. Starting materials: CCCCN(c1nc(Cl)nc(N(CCCC)C2CC(C)(C)N(C)C(C)(C)C2)n1)C1CC(C)(C)N(C)C(C)(C)C1, NCCCCCCN, [Na+], [OH-], O, Cc1ccccc1C. The product is CCCCN(c1nc(NCCCCCCN)nc(N(CCCC)C2CC(C)(C)N(C)C(C)(C)C2)n1)C1CC(C)(C)N(C)C(C)(C)C1. As a reaction SMILES: [Cl:1][c:2]1[n:3][c:4]([N:24]([CH2:25][CH2:26][CH2:27][CH3:28])[CH:29]2[CH2:30][C:31]([CH3:38])([CH3:39])[N:32]([CH3:37])[C:33]([CH3:35])([CH3:36])[CH2:34]2)[n:5][c:6]([N:8]([CH2:9][CH2:10][CH2:11][CH3:12])[CH:13]2[CH2:14][C:15]([CH3:22])([CH3:23])[N:16]([CH3:21])[C:17]([CH3:19])([CH3:20])[CH2:18]2)[n:7]1.[NH2:40][CH2:41][CH2:42][CH2:43][CH2:44][CH2:45][CH2:46][NH2:47].[Na+:49].[OH-:48].[OH2:58].[c:50]1([CH3:51])[c:52]([CH3:53])[cH:54][cH:55][cH:56][cH:57]1>>[c:2]1([NH:47][CH2:46][CH2:45][CH2:44][CH2:43][CH2:42][CH2:41][NH2:40])[n:3][c:4]([N:24]([CH2:25][CH2:26][CH2:27][CH3:28])[CH:29]2[CH2:30][C:31]([CH3:38])([CH3:39])[N:32]([CH3:37])[C:33]([CH3:35])([CH3:36])[CH2:34]2)[n:5][c:6]([N:8]([CH2:9][CH2:10][CH2:11][CH3:12])[CH:13]2[CH2:14][C:15]([CH3:22])([CH3:23])[N:16]([CH3:21])[C:17]([CH3:19])([CH3:20])[CH2:18]2)[n:7]1. Reactants: ClCC(=O)Cl (chloroacetyl chloride), Cl (HCl), [Al+3].[Cl-].[Cl-].[Cl-] (AlCl3), CN1C(=CC=C1)C(=O)C1=CC=C(C=C1)[N+](=O)[O-] ((1-Methyl-1H-pyrrol-2-yl)(4-nitrophenyl)-methanone). The solvent is ClCCCl (DCE), ClCCCl (1,2-dichloroethane). Conditions: time 1 hour. Yields the product ClCC(=O)C1=CN(C(=C1)C(C1=CC=C(C=C1)[N+](=O)[O-])=O)C (2-Chloro-1-[5-(4-nitrobenzoyl)-1-methyl-1H-pyrrol-3-yl]-ethanone). Isolated yield 60.1%. As a reaction SMILES: [Al+3].[Cl-].[Cl-].[Cl-].[CH3:5][N:6]1[CH:10]=[CH:9][CH:8]=[C:7]1[C:11]([C:13]1[CH:18]=[CH:17][C:16]([N+:19]([O-:21])=[O:20])=[CH:15][CH:14]=1)=[O:12].[Cl:22][CH2:23][C:24](Cl)=[O:25].Cl>ClCCCl>[Cl:22][CH2:23][C:24]([C:9]1[CH:8]=[C:7]([C:11](=[O:12])[C:13]2[CH:18]=[CH:17][C:16]([N+:19]([O-:21])=[O:20])=[CH:15][CH:14]=2)[N:6]([CH3:5])[CH:10]=1)=[O:25] |f:0.1.2.3|. Procedure: A 210 g (1.57 mole) sample of AlCl3 was added in portions to a solution of 145.4 g (0.63 mole) of (1 -methyl-1H-pyrrol-2-yl)(4-nitrophenyl)-methanone (1) in 450 mL of 1,2-dichloroethane (DCE). A solution of 125 mL (1.57 mole) of chloroacetyl chloride in 200 mL of DCE was added dropwise. The mixture was stirred 1 h at room temperature. The reaction was poured into 1N HCl and ice, the organics were separated, washed with H2O, 1N NaOH, H2O, brine and dried (MgSO4). The solvent was evaporated in vac... Reactants: C1(=CC=CC=C1)N1N=C(C=C1C=1SC=CC1)CCC=O (3-(1-phenyl-5-(thiophene-2-yl)-1H-pyrazol-3-yl)-propanal), [BH-](OC(=O)C)(OC(=O)C)OC(=O)C.[Na+] (NaBH(OAc)3), COC1=CC=C(C=C1)N1CCNCC1 (1-(4-methoxyphenyl)piperazine), CCN(C(C)C)C(C)C (DIPEA). The product is COC1=CC=C(C=C1)N1CCN(CC1)CCCC1=NN(C(=C1)C=1SC=CC1)C1=CC=CC=C1 (1-(4-methoxyphenyl)-4-(3-(1-phenyl-5-(thiophene-2-yl)-1H-pyrazol-3-yl)propyl)piperazine). Reaction SMILES: [C:1]1([N:7]2[C:11]([C:12]3[S:13][CH:14]=[CH:15][CH:16]=3)=[CH:10][C:9]([CH2:17][CH2:18][CH:19]=O)=[N:8]2)[CH:6]=[CH:5][CH:4]=[CH:3][CH:2]=1.[CH3:21][O:22][C:23]1[CH:28]=[CH:27][C:26]([N:29]2[CH2:34][CH2:33][NH:32][CH2:31][CH2:30]2)=[CH:25][CH:24]=1.CCN(C(C)C)C(C)C.[BH-](OC(C)=O)(OC(C)=O)OC(C)=O.[Na+]>>[CH3:21][O:22][C:23]1[CH:24]=[CH:25][C:26]([N:29]2[CH2:34][CH2:33][N:32]([CH2:19][CH2:18][CH2:17][C:9]3[CH:10]=[C:11]([C:12]4[S:13][CH:14]=[CH:15][CH:16]=4)[N:7]([C:1]4[CH:2]=[CH:3][CH:4]=[CH:5][CH:6]=4)[N:8]=3)[CH2:31][CH2:30]2)=[CH:27][CH:28]=1 |f:3.4|. Reported procedure: 53 mg (76%) of target compound was obtained by using a method same as in Example 1 by using 3-(1-phenyl-5-(thiophene-2-yl)-1H-pyrazol-3-yl)-propanal (40 mg, 0.142 mmol), 1-(4-methoxyphenyl)piperazine (27 mg, 0.142 mmol), DIPEA (0.040 mL, 0.213 mmol) and NaBH(OAc)3 (90 mg, 0.573 mmol).